This data is from the Open Reaction Database (ORD), a public repository of structured organic reaction records. The task is: describe an organic reaction: reactants, conditions, products, and yield The reactants are C(N)(=O)C1=C(C=C(C=C1)C1=CC=C(C=C1)C[C@@H](C#N)NC(=O)C1(CCOCC1)NC(OC(C)(C)C)=O)F ((S)-tert-Butyl 4-(2-(4′-carbamoyl-3′-fluorobiphenyl-4-yl)-1-cyanoethylcarbamoyl)tetrahydro-2H-pyran-4-ylcarbamate), O (water). Run in C(C)#N (acetonitrile). Product: NC1(CCOCC1)C(=O)N[C@@H](CC1=CC=C(C=C1)C1=CC(=C(C=C1)C(N)=O)F)C#N ((S)-4-Amino-N-(2-(4′-carbamoyl-3′-fluorobiphenyl-4-yl)-1-cyanoethyl)tetrahydro-2H-pyran-4-carboxamide). Isolated yield 120.3%. RXN SMILES: [C:1]([C:4]1[CH:9]=[CH:8][C:7]([C:10]2[CH:15]=[CH:14][C:13]([CH2:16][C@H:17]([NH:20][C:21]([C:23]3([NH:29]C(=O)OC(C)(C)C)[CH2:28][CH2:27][O:26][CH2:25][CH2:24]3)=[O:22])[C:18]#[N:19])=[CH:12][CH:11]=2)=[CH:6][C:5]=1[F:37])(=[O:3])[NH2:2].O>C(#N)C>[NH2:29][C:23]1([C:21]([NH:20][C@H:17]([C:18]#[N:19])[CH2:16][C:13]2[CH:12]=[CH:11][C:10]([C:7]3[CH:8]=[CH:9][C:4]([C:1](=[O:3])[NH2:2])=[C:5]([F:37])[CH:6]=3)=[CH:15][CH:14]=2)=[O:22])[CH2:24][CH2:25][O:26][CH2:27][CH2:28]1. Reported procedure: (S)-4-Amino-N-(2-(4′-carbamoyl-3′-fluorobiphenyl-4-yl)-1-cyanoethyl)tetrahydro-2H-pyran-4-carboxamide (Example 25, 212 mg) was suspended in acetonitrile (353 μL) and water (6.7 mL) and stirred under nitrogen at room temperature for 17.5 h. The solid was collected by filtration and dried under vacuum to give the titled compound as a solid (205 mg). The reactants are CC(=O)O[BH-](OC(C)=O)OC(C)=O, O=C([O-])O, CC(=O)O, ClCCCl, O=Cc1cc(F)cc2cc[nH]c12, NCCO, [Na+], [Na+], [Na+], [OH-]. Product: OCCNCc1cc(F)cc2cc[nH]c12. Reaction SMILES: [C:21]([O:22][BH-:23]([O:24][C:25](=[O:26])[CH3:27])[O:28][C:29](=[O:30])[CH3:31])(=[O:32])[CH3:33].[C:35](=[O:36])([OH:37])[O-:38].[CH3:5][C:6](=[O:7])[OH:8].[Cl:42][CH2:43][CH2:44][Cl:45].[F:9][c:10]1[cH:11][c:12]2[cH:13][cH:14][nH:15][c:16]2[c:17]([CH:19]=[O:20])[cH:18]1.[NH2:1][CH2:2][CH2:3][OH:4].[Na+:34].[Na+:39].[Na+:41].[OH-:40]>>[NH:1]([CH2:2][CH2:3][OH:4])[CH2:19][c:17]1[c:16]2[c:12]([cH:11][c:10]([F:9])[cH:18]1)[cH:13][cH:14][nH:15]2. Starting materials: [Na] (sodium), Br[C@@H]1CCOC2=C([C@H]1O)C=C(C=C2)[N+](=O)[O-] (trans-4-bromo-5-hydroxy-7-nitro-2,3,4,5-tetrahydro-1-benzoxepin). Run in CO (methanol), CO (methanol). Yields the product O1C2CCOC3=C(C21)C=C(C=C3)[N+](=O)[O-] (4,5-Epoxy-7-nitro-2,3,4,5-tetrahydro-benzoxepin). As a reaction SMILES: [Na].Br[C@H:3]1[C@H:9]([OH:10])[C:8]2[CH:11]=[C:12]([N+:15]([O-:17])=[O:16])[CH:13]=[CH:14][C:7]=2[O:6][CH2:5][CH2:4]1>CO>[O:10]1[CH:9]2[CH:3]1[CH2:4][CH2:5][O:6][C:7]1[CH:14]=[CH:13][C:12]([N+:15]([O-:17])=[O:16])=[CH:11][C:8]=12 |^1:0|. Reported procedure: 2.65 g (0.115 mole) of metallic sodium are dissolved in 220 ml of methanol and, while stirring, a solution of 31.7 g (0.11 mole) of trans-4-bromo-5-hydroxy-7-nitro-2,3,4,5-tetrahydro-1-benzoxepin in 230 ml of methanol is added dropwise at room temperature. After 2.5 hours the precipitated solid is filtered off with suction and washed with methanol, and the filtrate is evaporated in vacuo. The residue is a solid of melting point 121°-123° C. Reactants: CNc1ccc(O[Si](C)(C)C(C)(C)C)cc1C, CC(=O)O[BH-](OC(C)=O)OC(C)=O, COC(=O)c1ccc(C=O)cc1C, CC(=O)O, ClCCCl, [Na+]. The product is COC(=O)c1ccc(CN(C)c2ccc(O[Si](C)(C)C(C)(C)C)cc2C)cc1C. Reaction SMILES: [C:1]([CH3:2])([CH3:3])([CH3:4])[Si:5]([O:6][c:7]1[cH:8][c:9]([CH3:15])[c:10]([NH:13][CH3:14])[cH:11][cH:12]1)([CH3:16])[CH3:17].[C:35]([O:36][BH-:37]([O:38][C:39](=[O:40])[CH3:41])[O:42][C:43](=[O:44])[CH3:45])(=[O:46])[CH3:47].[CH3:18][O:19][C:20]([c:21]1[c:22]([CH3:29])[cH:23][c:24]([CH:27]=[O:28])[cH:25][cH:26]1)=[O:30].[CH3:31][C:32](=[O:33])[OH:34].[Cl:49][CH2:50][CH2:51][Cl:52].[Na+:48]>>[C:1]([CH3:2])([CH3:3])([CH3:4])[Si:5]([O:6][c:7]1[cH:8][c:9]([CH3:15])[c:10]([N:13]([CH3:14])[CH2:27][c:24]2[cH:23][c:22]([CH3:29])[c:21]([C:20]([O:19][CH3:18])=[O:30])[cH:26][cH:25]2)[cH:11][cH:12]1)([CH3:16])[CH3:17].